This data is from the Open Reaction Database (ORD), a public repository of structured organic reaction records. The task is: describe an organic reaction: reactants, conditions, products, and yield The reactants are BrCC1=C(C(=O)OCC)C=CN=C1Cl (ethyl 3-(bromomethyl)-2-chloroisonicotinate), FC1=CC=C(OC2=CC=C(C=N2)CN)C=C1 ((6-(4-fluorophenoxy)pyridin-3-yl)methanamine). The product is ClC1=NC=CC2=C1CN(C2=O)CC=2C=NC(=CC2)OC2=CC=C(C=C2)F (4-chloro-2-((6-(4-fluorophenoxy)pyridin-3-yl)methyl)-2,3-dihydro-1H-pyrrolo[3,4-c]pyridin-1-one). Isolated yield 54.0%. Reaction SMILES: Br[CH2:2][C:3]1[C:13]([Cl:14])=[N:12][CH:11]=[CH:10][C:4]=1[C:5]([O:7]CC)=O.[F:15][C:16]1[CH:30]=[CH:29][C:19]([O:20][C:21]2[N:26]=[CH:25][C:24]([CH2:27][NH2:28])=[CH:23][CH:22]=2)=[CH:18][CH:17]=1>>[Cl:14][C:13]1[C:3]2[CH2:2][N:28]([CH2:27][C:24]3[CH:25]=[N:26][C:21]([O:20][C:19]4[CH:29]=[CH:30][C:16]([F:15])=[CH:17][CH:18]=4)=[CH:22][CH:23]=3)[C:5](=[O:7])[C:4]=2[CH:10]=[CH:11][N:12]=1. Procedure details: The title compound is prepared in 54% yield (130 mg, white solid) from ethyl 3-(bromomethyl)-2-chloroisonicotinate (180 mg, 0.64 mmol, Step-1 of Intermediate-1) and (6-(4-fluorophenoxy)pyridin-3-yl)methanamine (140 mg, 0.64 mmol, Amine-18) in a similar manner to Intermediate-2. The reactants are CC(CO)(C)C1=CC=CC=C1 (2-methyl-2-phenyl-propanol), CC(CO)(C)C1=CC=CC=C1 (2-methyl-2-phenyl-propanol), N1=CC=CC=C1 (pyridine), C(C)(=O)OC(C)=O (Acetic anhydride), C(C)(=O)OCC (Ethyl acetate). Run in O (water). Conditions: temperature 0 celsius, time 2 hour. The product is CC(C(=O)OC)(C)C1=CC=CC=C1 (methyl 2-methyl-2-phenyl-propanoate). Reaction SMILES: [CH3:1][C:2]([C:6]1[CH:11]=[CH:10][CH:9]=[CH:8][CH:7]=1)([CH3:5])[CH2:3][OH:4].N1C=CC=CC=1.[C:18](OC(=O)C)(=[O:20])C.C(OCC)(=O)C>O>[CH3:5][C:2]([C:6]1[CH:11]=[CH:10][CH:9]=[CH:8][CH:7]=1)([CH3:1])[C:3]([O:20][CH3:18])=[O:4]. Procedure: 2-methyl-2-phenyl-propanol (Intermediate 3) (0.5 kg) and pyridine (268 ml) were charged to a reactor and chilled to 0° C. Acetic anhydride (680 gms) was slowly added through a dropper at 10-20° C. The mixture was stirred for 2 hours at 10-20° C. Ethyl acetate (1.5 ltr) was added and chilled water (2 ltrs) was slowly added through a dropper at 10-20° C. The mixture was stirred for ½ hr. The ethyl acetate layer was separated and 10% chilled dilute HCl was added. The ethyl acetate layer was then wa... The reactants are CC(C)(C)OO, C=C(C)c1cc2c(cc1OCCC)C(C)(C)CCC2(C)C, ClCCl, O=[Se]=O. The product is CCCOc1cc2c(cc1C(C)=CO)C(C)(C)CCC2(C)C. RXN SMILES: [C:4]([CH3:6])([CH3:7])([O:8][OH:5])[CH3:9].[CH3:10][C:11]1([CH3:30])[c:12]2[cH:13][c:14]([O:26][CH2:27][CH2:28][CH3:29])[c:15]([C:23](=[CH2:24])[CH3:25])[cH:16][c:17]2[C:18]([CH3:21])([CH3:22])[CH2:19][CH2:20]1.[Cl:31][CH2:32][Cl:33].[Se:1](=[O:2])=[O:3]>>[OH:8][CH:24]=[C:23]([c:15]1[c:14]([O:26][CH2:27][CH2:28][CH3:29])[cH:13][c:12]2[c:17]([cH:16]1)[C:18]([CH3:21])([CH3:22])[CH2:19][CH2:20][C:11]2([CH3:10])[CH3:30])[CH3:25]. Starting materials: Cn1ncc(Br)c1-c1cc(C(=O)NC(CC2CCCCC2)CN2C(=O)c3ccccc3C2=O)sc1Cl, CO, NN, C1CCOC1. Yields the product Cn1ncc(Br)c1-c1cc(C(=O)NC(CN)CC2CCCCC2)sc1Cl. As a reaction SMILES: [Br:1][c:2]1[cH:3][n:4][n:5]([CH3:36])[c:6]1-[c:7]1[cH:8][c:9]([C:13](=[O:14])[NH:15][CH:16]([CH2:17][CH:18]2[CH2:19][CH2:20][CH2:21][CH2:22][CH2:23]2)[CH2:24][N:25]2[C:26](=[O:27])[c:28]3[c:29]([cH:30][cH:31][cH:32][cH:33]3)[C:34]2=[O:35])[s:10][c:11]1[Cl:12].[CH3:44][OH:45].[NH2:37][NH2:38].[O:39]1[CH2:40][CH2:41][CH2:42][CH2:43]1>>[Br:1][c:2]1[cH:3][n:4][n:5]([CH3:36])[c:6]1-[c:7]1[cH:8][c:9]([C:13](=[O:14])[NH:15][CH:16]([CH2:17][CH:18]2[CH2:19][CH2:20][CH2:21][CH2:22][CH2:23]2)[CH2:24][NH2:25])[s:10][c:11]1[Cl:12]. The reactants are C1NCCC2=CC=CC=C12 (1,2,3,4-Tetrahydroisoquinoline), [Li]CCCC (n-BuLi), ClCCCC1(OCCO1)C1=CC=C(C=C1)F (2-(3-chloropropyl)-2-(4-fluorophenyl)-1,3-dioxolane). The product is FC1=CC=C(C=C1)C1(OCCO1)CCCN1CC2=CC=CC=C2CC1 (2-[3-((2-(4-Fluorophenyl)-1,3-dioxolan-2-yl))propyl]-1,2,3,4-tetrahydroisoquinoline). The yield is 16.0%. RXN SMILES: [CH2:1]1[C:10]2[C:5](=[CH:6][CH:7]=[CH:8][CH:9]=2)[CH2:4][CH2:3][NH:2]1.[Li]CCCC.Cl[CH2:17][CH2:18][CH2:19][C:20]1([C:25]2[CH:30]=[CH:29][C:28]([F:31])=[CH:27][CH:26]=2)[O:24][CH2:23][CH2:22][O:21]1>>[F:31][C:28]1[CH:27]=[CH:26][C:25]([C:20]2([CH2:19][CH2:18][CH2:17][N:2]3[CH2:3][CH2:4][C:5]4[C:10](=[CH:9][CH:8]=[CH:7][CH:6]=4)[CH2:1]3)[O:21][CH2:22][CH2:23][O:24]2)=[CH:30][CH:29]=1. Reported procedure: 1,2,3,4-Tetrahydroisoquinoline, n-BuLi, and 2-(3-chloropropyl)-2-(4-fluorophenyl)-1,3-dioxolane were allowed to react under conditions analogous to Example 1, Method C. Flash chromatographic purification provided 4A (16% yield) as a yellow oil. 1H NMR(300 MHz, CDCl3, δ): 7.44-7.39 (m, 2H), 7.15-6.98 (m, 6H), 4.08-3.96 (m, 2H), 3.83-3.71 (m, 2H), 3.57 (s, 2H), 2.87 (t, 2H, J=6 Hz), 2.67 (t, 2H, J=6 Hz), 2.47 (t, 2H, J 7 Hz), 1.96-1.91 (m, 2H), 1.69-1.59 (m, 2H).